The task is: describe an organic reaction: reactants, conditions, products, and yield. This data is from the Open Reaction Database (ORD), a public repository of structured organic reaction records. Starting materials: Cl.N1(N=CN=C1)CC(=O)O (2-(1H-1,2,4-triazol-1-yl)acetic acid hydrochloride), C(C1=CC=CC=C1)[C@@H]1C[C@H](NC1)C(=O)NC1=CC=C(C=C1)OC1=CC=C(C=C1)F ((2S,4R)-4-benzyl-N-(4-(4-fluorophenoxy)phenyl)pyrrolidine-2-carboxamide). Product: Compound 140, N1(N=CN=C1)CC(=O)N1[C@@H](C[C@H](C1)CC1=CC=CC=C1)C(=O)NC1=CC=C(C=C1)OC1=CC=C(C=C1)F ((2S,4R)-1-(2-(1H-1,2,4-triazol-1-yl)acetyl)-4-benzyl-N-(4-(4-fluorophenoxy)phenyl)pyrrolidine-2-carboxamide). The yield is 70.0%. RXN SMILES: Cl.[N:2]1([CH2:7][C:8]([OH:10])=O)[CH:6]=[N:5][CH:4]=[N:3]1.[CH2:11]([C@H:18]1[CH2:22][NH:21][C@H:20]([C:23]([NH:25][C:26]2[CH:31]=[CH:30][C:29]([O:32][C:33]3[CH:38]=[CH:37][C:36]([F:39])=[CH:35][CH:34]=3)=[CH:28][CH:27]=2)=[O:24])[CH2:19]1)[C:12]1[CH:17]=[CH:16][CH:15]=[CH:14][CH:13]=1>>[N:2]1([CH2:7][C:8]([N:21]2[CH2:22][C@H:18]([CH2:11][C:12]3[CH:17]=[CH:16][CH:15]=[CH:14][CH:13]=3)[CH2:19][C@H:20]2[C:23]([NH:25][C:26]2[CH:31]=[CH:30][C:29]([O:32][C:33]3[CH:38]=[CH:37][C:36]([F:39])=[CH:35][CH:34]=3)=[CH:28][CH:27]=2)=[O:24])=[O:10])[CH:6]=[N:5][CH:4]=[N:3]1 |f:0.1|. Procedure: Proceeding as in Example 1, but substituting 2-(1H-1,2,4-triazol-1-yl)acetic acid hydrochloride and (2S,4R)-4-benzyl-N-(4-(4-fluorophenoxy)phenyl)pyrrolidine-2-carboxamide, gave Compound 140, (2S,4R)-1-(2-(1H-1,2,4-triazol-1-yl)acetyl)-4-benzyl-N-(4-(4-fluorophenoxy)phenyl)pyrrolidine-2-carboxamide (63 mg, 70%). Major isomer: 1H-NMR (400 MHz, DMSO-D6): σ 9.99 (s, 1H), 8.43 (s, 1H), 7.95 (s, 1H), 7.55 (d, 2H), 7.36-7.15 (m, 8H), 7.05-6.91 (m, 4H), 5.23 (q, 2H), 4.54-4.47 (m, 1H), 3.84-3.79 (m, 1H... Starting materials: Cl.NC1=C(C=CC(=C1)SC1=CC=CC=C1)O (2-amino-4-(phenylthio)phenol hydrochloride), C(C)(C)N(CC)C(C)C (diisopropylethylamine), C(C(=O)Cl)(=O)Cl (oxalyl chloride), FC1=C(C(=O)O)C=CC(=C1)C=O (2-fluoro-4-formylbenzoic acid), Cl (HCl). Reagents/catalysts: CN(C)C=O (DMF). The solvent is C1CCOC1 (THF), C(Cl)Cl (DCM), C(Cl)Cl (DCM). Yields the product FC1=C(C(=O)NC2=C(C=CC(=C2)SC2=CC=CC=C2)O)C=CC(=C1)C=O (2-fluoro-4-formyl-N-(2-hydroxy-5-(phenylthio)phenyl)benzamide). RXN SMILES: [F:1][C:2]1[CH:10]=[C:9]([CH:11]=[O:12])[CH:8]=[CH:7][C:3]=1[C:4]([OH:6])=O.C(Cl)(=O)C(Cl)=O.Cl.[NH2:20][C:21]1[CH:26]=[C:25]([S:27][C:28]2[CH:33]=[CH:32][CH:31]=[CH:30][CH:29]=2)[CH:24]=[CH:23][C:22]=1[OH:34].C(N(C(C)C)CC)(C)C.Cl>C(Cl)Cl.CN(C=O)C.C1COCC1>[F:1][C:2]1[CH:10]=[C:9]([CH:11]=[O:12])[CH:8]=[CH:7][C:3]=1[C:4]([NH:20][C:21]1[CH:26]=[C:25]([S:27][C:28]2[CH:33]=[CH:32][CH:31]=[CH:30][CH:29]=2)[CH:24]=[CH:23][C:22]=1[OH:34])=[O:6] |f:2.3|. Reported procedure: To a slurry of 2-fluoro-4-formylbenzoic acid (0.600 g, 3.57 mmol) in 10 mL anhydrous DCM under nitrogen was added 3 drops DMF, followed by oxalyl chloride (0.380 mL, 4.28 mmol). The reaction was allowed to stir under N2. The reaction was allowed to stir for 4 h and concentrated in vacuo to a yellow oil. This material was dissolved in 10 mL THF and was added via pipette to a slurry of 2-amino-4-(phenylthio)phenol hydrochloride (0.906 g, 3.57 mmol) and diisopropylethylamine (1.55 mL, 8.92 mmol) in... The reactants are CC1(C)OB(c2cccc3[nH]ncc23)OC1(C)C, O=C1CCCN1c1cc2nc(Cl)nc(N3CCOCC3)c2s1. Product: O=C1CCCN1c1cc2nc(-c3cccc4[nH]ncc34)nc(N3CCOCC3)c2s1. Reaction SMILES: [CH3:23][C:24]1([CH3:25])[C:26]([CH3:27])([CH3:28])[O:29][B:30]([c:31]2[c:32]3[cH:33][n:34][nH:35][c:36]3[cH:37][cH:38][cH:39]2)[O:40]1.[Cl:1][c:2]1[n:3][c:4]([N:17]2[CH2:18][CH2:19][O:20][CH2:21][CH2:22]2)[c:5]2[c:6]([n:7]1)[cH:8][c:9]([N:11]1[C:12](=[O:16])[CH2:13][CH2:14][CH2:15]1)[s:10]2>>[c:2]1(-[c:31]2[c:32]3[cH:33][n:34][nH:35][c:36]3[cH:37][cH:38][cH:39]2)[n:3][c:4]([N:17]2[CH2:18][CH2:19][O:20][CH2:21][CH2:22]2)[c:5]2[c:6]([n:7]1)[cH:8][c:9]([N:11]1[C:12](=[O:16])[CH2:13][CH2:14][CH2:15]1)[s:10]2.